Dataset: the Open Reaction Database (ORD), a public repository of structured organic reaction records. Task: describe an organic reaction: reactants, conditions, products, and yield Starting materials: COC=1C=C(C=CC1OC)C1=CC=C(O1)C=NO (5-(3,4-Dimethoxyphenyl)furylformaldoxime), CN(C)C=O (DMF), CN=C=O (methyl isocyanate). Solvent: O (water). Conditions: time 1 hour. Yields the product CNC(=O)ON=CC=1OC(=CC1)C1=CC(=C(C=C1)OC)OC (5-(3,4-Dimethoxyphenyl)-2-furancarboxaldehyde-O-[(methylamino)-carbonyl]oxime). Yield: 51.0%. RXN SMILES: [CH3:1][O:2][C:3]1[CH:4]=[C:5]([C:11]2[O:15][C:14]([CH:16]=[N:17][OH:18])=[CH:13][CH:12]=2)[CH:6]=[CH:7][C:8]=1[O:9][CH3:10].[CH3:19][N:20]([CH:22]=[O:23])C.CN=C=O>O>[CH3:19][NH:20][C:22]([O:18][N:17]=[CH:16][C:14]1[O:15][C:11]([C:5]2[CH:6]=[CH:7][C:8]([O:9][CH3:10])=[C:3]([O:2][CH3:1])[CH:4]=2)=[CH:12][CH:13]=1)=[O:23]. Procedure: 5-(3,4-Dimethoxyphenyl)furylformaldoxime (9.5 g, 0.038 mole) and DMF (500 ml) was treated with methyl isocyanate (16 ml, 0.27 mole). The solution was stirred at room temperature for 4 hours and at steam bath temperature for 1 hour. The reaction solution was poured into 3 liters of water. The tan precipitate was collected to give 6 g (51%) of product. Starting materials: FC1=C(C=CC(=C1)F)N1N(C=C(C1=O)C(=O)OCC)C (ethyl 2-(2,4-difluorophenyl)-1-methyl-3-oxo-2,3-dihydro-1H-pyrazole-4-carboxylate), O1CCCC1 (tetrahydrofuran), [OH-].[Na+] (sodium hydroxide). The solvent is CO (methanol). Yields the product FC1=C(C=CC(=C1)F)N1N(C=C(C1=O)C(=O)O)C (2-(2,4-difluorophenyl)-1-methyl-3-oxo-2,3-dihydro-1H-pyrazole-4-carboxylic acid). Yield: 81.4%. As a reaction SMILES: [F:1][C:2]1[CH:7]=[C:6]([F:8])[CH:5]=[CH:4][C:3]=1[N:9]1[C:13](=[O:14])[C:12]([C:15]([O:17]CC)=[O:16])=[CH:11][N:10]1[CH3:20].O1CCCC1.[OH-].[Na+]>CO>[F:1][C:2]1[CH:7]=[C:6]([F:8])[CH:5]=[CH:4][C:3]=1[N:9]1[C:13](=[O:14])[C:12]([C:15]([OH:17])=[O:16])=[CH:11][N:10]1[CH3:20] |f:2.3|. Procedure: In the same manner as in Reference Example 65 and using ethyl 2-(2,4-difluorophenyl)-1-methyl-3-oxo-2,3-dihydro-1H-pyrazole-4-carboxylate (2.4 g, 8.7 mmol), tetrahydrofuran (6 mL), methanol (5 mL) and 4N aqueous sodium hydroxide solution (8 mL) as starting materials, the title compound (1.8 g, 83%) was obtained as a white solid. The reactants are NC1=CC(=NN1C=1C=C2C(OC(C2=CC1F)(F)F)(F)F)C#N (5-amino-3-cyano-1-(6-fluoro-1,1,3,3-tetrafluoro-1,3-dihydroisobenzofuran-5-yl)pyrazole), S(=O)(Cl)Cl (thionyl chloride), FC(S(=O)[O-])(F)F.[Na+] (sodium trifluoromethanesulfinate), S(=O)(=O)(O)C1=CC=C(C)C=C1.CNC (dimethylamine tosylate). Solvent: C1(=CC=CC=C1)C (toluene), O (water). Run at temperature 55 celsius, time 10 hour. The product is NC1=C(C(=NN1C=1C=C2C(OC(C2=CC1F)(F)F)(F)F)C#N)SC(F)(F)F (5-amino-3-cyano-1-(6-fluoro-1,1,3,3-tetrafluoro-1,3-dihydroisobenzofuran-5-yl)-4-trifluoromethylsulfenylpyrazole). Isolated yield 28.7%. Reaction SMILES: [NH2:1][C:2]1[N:6]([C:7]2[CH:8]=[C:9]3[C:13](=[CH:14][C:15]=2[F:16])[C:12]([F:18])([F:17])[O:11][C:10]3([F:20])[F:19])[N:5]=[C:4]([C:21]#[N:22])[CH:3]=1.[F:23][C:24]([F:29])([F:28])[S:25]([O-])=O.[Na+].S(C1C=CC(C)=CC=1)(O)(=O)=O.CNC.S(Cl)(Cl)=O>C1(C)C=CC=CC=1.O>[NH2:1][C:2]1[N:6]([C:7]2[CH:8]=[C:9]3[C:13](=[CH:14][C:15]=2[F:16])[C:12]([F:18])([F:17])[O:11][C:10]3([F:20])[F:19])[N:5]=[C:4]([C:21]#[N:22])[C:3]=1[S:25][C:24]([F:29])([F:28])[F:23] |f:1.2,3.4|. Procedure details: To a suspension wherein 5-amino-3-cyano-1-(6-fluoro-1,1,3,3-tetrafluoro-1,3-dihydroisobenzofuran-5-yl)pyrazole (900 mg, 2.85 mmol), sodium trifluoromethanesulfinate (890 mg, 5.70 mmol) and dimethylamine tosylate (1.550 g, 7.13 mmol) are in toluene (5 ml), thionyl chloride (678 mg, 5.70 mmol) was added dropwise under ice cooling over a period of about 10 minutes and stirred at 50 to 60° C. for 10 hours. After allowing time to cool, the reaction solution was poured into water, extracted with ethyl... The reactants are CS(=O)(=O)OCCN1C2=CC=CC=C2OC=2C=CC=CC12 (2-(phenoxazin-10-yl)ethyl methanesulfonate), C(CCC)OC(C(=O)OCC)CC1=CC=C(C=C1)O (ethyl 2-butoxy-3-(4-hydroxyphenyl)propanoate). Product: C1=CC=CC=2OC3=CC=CC=C3N(C12)CCOC1=CC=C(C=C1)CC(C(=O)OCC)OCCCC (Ethyl 3-[4-[2-(phenoxazin-10-yl)ethoxy]phenyl]-2-butoxypropanoate). Isolated yield 54.2%. Reaction SMILES: CS([O:5][CH2:6][CH2:7][N:8]1[C:21]2[CH:20]=[CH:19][CH:18]=[CH:17][C:16]=2[O:15][C:14]2[C:9]1=[CH:10][CH:11]=[CH:12][CH:13]=2)(=O)=O.[CH2:22]([O:26][CH:27]([CH2:33][C:34]1[CH:39]=[CH:38][C:37](O)=[CH:36][CH:35]=1)[C:28]([O:30][CH2:31][CH3:32])=[O:29])[CH2:23][CH2:24][CH3:25]>>[CH:20]1[C:21]2[N:8]([CH2:7][CH2:6][O:5][C:37]3[CH:36]=[CH:35][C:34]([CH2:33][CH:27]([O:26][CH2:22][CH2:23][CH2:24][CH3:25])[C:28]([O:30][CH2:31][CH3:32])=[O:29])=[CH:39][CH:38]=3)[C:9]3[C:14](=[CH:13][CH:12]=[CH:11][CH:10]=3)[O:15][C:16]=2[CH:17]=[CH:18][CH:19]=1. Reported procedure: The title compound (0.25 g, 53%) was prepared as a colorless liquid from 2-(phenoxazin-10-yl)ethyl methanesulfonate (0.3 g, 0.98 mmol) and ethyl 2-butoxy-3-(4-hydroxyphenyl)propanoate (0.26 g, 0.97 mmol) obtained in preparation 6 by an analogous procedure to that described in example 6 (Method B). Starting materials: OC=1C=C(C=CC1)C(C(=C)C)C1C(OC(OC1=O)(C)C)=O (5-(1-(3-Hydroxyphenyl)-2-methyl-2-propenyl)-2,2-dimethyl-1,3-dioxane-4,6-dione), OC=1C=C(C=CC1)C(CC(=O)O)CC=C (3-(3-Hydroxyphenyl)-5-hexenoic acid). The product is OC=1C=C(C=CC1)C(CC(=O)O)C(=C)C (3-(3-Hydroxyphenyl)-4-methyl-4-pentenoic acid). The yield is 101.8%. As a reaction SMILES: [OH:1][C:2]1[CH:3]=[C:4]([CH:8]([CH:12]2C(=O)OC(C)(C)[O:14][C:13]2=[O:21])[C:9]([CH3:11])=[CH2:10])[CH:5]=[CH:6][CH:7]=1.OC1C=C(C(CC=C)CC(O)=O)C=CC=1>>[OH:1][C:2]1[CH:3]=[C:4]([CH:8]([C:9]([CH3:11])=[CH2:10])[CH2:12][C:13]([OH:21])=[O:14])[CH:5]=[CH:6][CH:7]=1. Procedure details: Compound 48.1 (0.88 g, 3.0 mmol) was hydrolyzed according to the method described for preparation of 43.2 to afford 48.2 (0.63 g). The reactants are COC(=O)CC(=O)[O-], O=C(c1ncc[nH]1)c1ncc[nH]1, CC[O-], CO, CC[O-], [Mg+2], [Mg], C1CCOC1, O=C(O)c1ccco1. Product: COC(=O)CC(=O)c1ccco1. As a reaction SMILES: [C:1]([CH2:2][C:3](=[O:4])[O-:5])(=[O:6])[O:7][CH3:8].[C:24]([c:25]1[nH:26][cH:27][cH:28][n:29]1)([c:30]1[nH:31][cH:32][cH:33][n:34]1)=[O:35].[CH3:13][CH2:14][O-:15].[CH3:37][OH:38].[CH3:9][CH2:10][O-:11].[Mg+2:12].[Mg:36].[O:39]1[CH2:40][CH2:41][CH2:42][CH2:43]1.[o:16]1[c:17]([C:21]([OH:22])=[O:23])[cH:18][cH:19][cH:20]1>>[C:1]([CH2:2][C:3](=[O:5])[c:17]1[o:16][cH:20][cH:19][cH:18]1)(=[O:6])[O:7][CH3:8]. Starting materials: C[C@H]1COCCN1C=1OC=2C(N1)=C(C=CC2)C(=O)OC ((S)-methyl 2-(3-methylmorpholino)benzoxazole-4-carboxylate), O.[OH-].[Li+] (lithium hydroxide monohydrate). Solvent: O1CCOCC1.CO.O (1,4-dioxane CH3OH H2O). Run at time 24 hour. The product is C[C@H]1COCCN1C=1OC=2C(N1)=C(C=CC2)C(=O)[O-].[Li+] (lithium (S)-2-(3-methylmorpholino)benzoxazole-4-carboxylate). As a reaction SMILES: [CH3:1][C@@H:2]1[N:7]([C:8]2[O:9][C:10]3[C:11](=[C:13]([C:17]([O:19]C)=[O:18])[CH:14]=[CH:15][CH:16]=3)[N:12]=2)[CH2:6][CH2:5][O:4][CH2:3]1.O.[OH-].[Li+:23]>O1CCOCC1.CO.O>[CH3:1][C@@H:2]1[N:7]([C:8]2[O:9][C:10]3[C:11](=[C:13]([C:17]([O-:19])=[O:18])[CH:14]=[CH:15][CH:16]=3)[N:12]=2)[CH2:6][CH2:5][O:4][CH2:3]1.[Li+:23] |f:1.2.3,4.5.6,7.8|. Reported procedure: A solution of (S)-methyl 2-(3-methylmorpholino)benzoxazole-4-carboxylate (0.58 g, 2.1 mmol) in 1,4-dioxane/CH3OH/H2O (2:2:1, 8.5 mL) containing lithium hydroxide monohydrate (150 mg, 6.30 mmol) was stirred at room temperature 24 h. The reaction mixture was concentrated under reduced pressure and residual H2O was azeotropically removed with benzene (2×100 mL) to yield lithium (S)-2-(3-methylmorpholino)benzoxazole-4-carboxylate as a white solid which was used in the next step without further isola... The reactants are NC1=NC2=C(N1C1=CC(=CC=C1)I)C=CC=C2 (1-(2-amino-1-benzimidazolyl)-3-iodobenzene), COCC1=C(OC=C1)[Sn](C)(C)C (3-methoxymethyl-2-trimethylstannylfuran). Yields the product NC1=NC2=C(N1C1=CC(=CC=C1)C=1OC=CC1COC)C=CC=C2 (2-Amino-1-[3-(3-methoxymethyl-2-furyl)phenyl]benzimidazole). As a reaction SMILES: [NH2:1][C:2]1[N:6]([C:7]2[CH:12]=[CH:11][CH:10]=[C:9](I)[CH:8]=2)[C:5]2[CH:14]=[CH:15][CH:16]=[CH:17][C:4]=2[N:3]=1.[CH3:18][O:19][CH2:20][C:21]1[CH:25]=[CH:24][O:23][C:22]=1[Sn](C)(C)C>>[NH2:1][C:2]1[N:6]([C:7]2[CH:12]=[CH:11][CH:10]=[C:9]([C:22]3[O:23][CH:24]=[CH:25][C:21]=3[CH2:20][O:19][CH3:18])[CH:8]=2)[C:5]2[CH:14]=[CH:15][CH:16]=[CH:17][C:4]=2[N:3]=1. Reported procedure: 2-Amino-1-[3-(3-methoxymethyl-2-furyl)phenyl]benzimidazole was prepared from 1-(2-amino-1-benzimidazolyl)-3-iodobenzene and 3-methoxymethyl-2-trimethylstannylfuran by method C. mp 134°-136° C. Starting materials: ClC1=C(C=C2C(C(=CN(C2=N1)C1CC1)C(=O)O)=O)F (7-chloro-1-cyclopropyl-6-fluoro-4-oxo-1,4-dihydro[1,8]naphthyridine-3-carboxylic acid), O (water), Cl.Cl.C(C)(C)(C)ON=C1CNCC1CN (4 -aminomethyl-pyrrolidin-3-one t-butyloxime dihydrochloride), N12CCCCCC2=NCCC1 (1,8-diazabicyclo[5.4.0]undec-7-ene). Run in C(C)#N (acetonitrile). Conditions: time 30 minute. Yields the product NCC1C(CN(C1)C1=C(C=C2C(C(=CN(C2=N1)C1CC1)C(=O)O)=O)F)=NOC(C)(C)C (7-(4-aminomethyl-3-t-butyloxyimino-pyrrolidin-1-yl)-1-cyclopropyl-6-fluoro-1,4-dihydro-4-oxo-1,8-naphthyridine-3-carboxylic acid). The yield is 61.2%. Reaction SMILES: Cl[C:2]1[N:11]=[C:10]2[C:5]([C:6](=[O:18])[C:7]([C:15]([OH:17])=[O:16])=[CH:8][N:9]2[CH:12]2[CH2:14][CH2:13]2)=[CH:4][C:3]=1[F:19].Cl.Cl.[C:22]([O:26][N:27]=[C:28]1[CH:32]([CH2:33][NH2:34])[CH2:31][NH:30][CH2:29]1)([CH3:25])([CH3:24])[CH3:23].N12CCCN=C1CCCCC2.O>C(#N)C>[NH2:34][CH2:33][CH:32]1[CH2:31][N:30]([C:2]2[N:11]=[C:10]3[C:5]([C:6](=[O:18])[C:7]([C:15]([OH:17])=[O:16])=[CH:8][N:9]3[CH:12]3[CH2:14][CH2:13]3)=[CH:4][C:3]=2[F:19])[CH2:29][C:28]1=[N:27][O:26][C:22]([CH3:25])([CH3:24])[CH3:23] |f:1.2.3|. Procedure: 141 mg (0.5 mmole) of 7-chloro-1-cyclopropyl-6-fluoro-4-oxo-1,4-dihydro[1,8]naphthyridine-3-carboxylic acid and 143 mg (0.55 mmole) of 4 -aminomethyl-pyrrolidin-3-one t-butyloxime dihydrochloride were thoroughly suspended in 2.5 ml of acetonitrile. Then, 230 mg (1.5 mmole) of 1,8-diazabicyclo[5.4.0]undec-7-ene was slowly added dropwise thereto. The reaction mixture was stirred for 30 minutes at room temperature, and after adding 1 ml of water, was then vigorously stirred for 10 minutes and filte...